This data is from the Open Reaction Database (ORD), a public repository of structured organic reaction records. The task is: describe an organic reaction: reactants, conditions, products, and yield The product is N1=C(C=CC=C1)C=1CN(CCC1)C(=O)[O-] (5′,6′-dihydro-[2,3′-bipyridine]-1′(2′H)-carboxylate), FC=1C=CC(=NC1CN[C@@H](CO)C(C)C)C1CN(CCC1)C(=O)OC(C)(C)C (tert-butyl 3-[5-fluoro-6-({[(2R)-1-hydroxy-3-methylbutan-2-yl]amino}methyl)pyridin-2-yl]piperidine-1-carboxylate). The reagents and catalysts are [Pd] (Pd/C). Procedure details: (R)-tert-butyl 5-fluoro-6-4(1-hydroxy-3-methylbutan-2-yl)amino)methyl)-5′,6′-dihydro-[2,3′-bipyridine]-1′(2′H)-carboxylate was prepared according to Example 199, substituting tert-butyl 3-(4,4,5,5-tetramethyl-1,3,2-dioxaborolan-2-yl)-5,6-dihydropyridine-1(2H)-carboxylate for bicyclo[2.2.1]hept-2-en-2-ylboronic acid. (R)-tert-butyl 5-fluoro-6-(((1-hydroxy-3-methylbutan-2-yl)amino)methyl)-5′,6′-dihydro-[2,3′-bipyridine]-1′(2′H)-carboxylate was subjected to hydrogenation (H2 atmosphere, Pd/C cataly... As a reaction SMILES: C12CC(CC1)C=C2B(O)O.[F:11][C:12]1[CH:13]=[CH:14][C:15]([C:26]2[CH2:27][N:28]([C:32]([O:34][C:35]([CH3:38])([CH3:37])[CH3:36])=[O:33])[CH2:29][CH2:30][CH:31]=2)=[N:16][C:17]=1[CH2:18][NH:19][C@H:20]([CH:23]([CH3:25])[CH3:24])[CH2:21][OH:22]>[Pd]>[N:16]1[CH:17]=[CH:12][CH:13]=[CH:14][C:15]=1[C:26]1[CH2:27][N:28]([C:32]([O-:34])=[O:33])[CH2:29][CH2:30][CH:31]=1.[F:11][C:12]1[CH:13]=[CH:14][C:15]([CH:26]2[CH2:31][CH2:30][CH2:29][N:28]([C:32]([O:34][C:35]([CH3:37])([CH3:36])[CH3:38])=[O:33])[CH2:27]2)=[N:16][C:17]=1[CH2:18][NH:19][C@H:20]([CH:23]([CH3:25])[CH3:24])[CH2:21][OH:22]. Reactants: C12C(=CC(CC1)C2)B(O)O (bicyclo[2.2.1]hept-2-en-2-ylboronic acid), FC=1C=CC(=NC1CN[C@@H](CO)C(C)C)C=1CN(CCC1)C(=O)OC(C)(C)C ((R)-tert-butyl 5-fluoro-6-(((1-hydroxy-3-methylbutan-2-yl)amino)methyl)-5′,6′-dihydro-[2,3′-bipyridine]-1′(2′H)-carboxylate).